Dataset: the Open Reaction Database (ORD), a public repository of structured organic reaction records. Task: describe an organic reaction: reactants, conditions, products, and yield The reactants are NCCNCCNCCN (triethylene tetramine), solution, C(CCC(=O)[O-])(=O)[O-] (succinate), C1(\C=C/C(=O)O1)=O (maleic anhydride). Conditions: temperature 175 celsius. Yields the product C(CCC(=O)[O-])(=O)[O-].NCCNCCNCCN (succinate triethylene tetramine). RXN SMILES: [C:1]([O-:8])(=[O:7])[CH2:2][CH2:3][C:4]([O-:6])=[O:5].C1(=O)OC(=O)C=C1.[NH2:16][CH2:17][CH2:18][NH:19][CH2:20][CH2:21][NH:22][CH2:23][CH2:24][NH2:25]>>[C:1]([O-:8])(=[O:7])[CH2:2][CH2:3][C:4]([O-:6])=[O:5].[NH2:16][CH2:17][CH2:18][NH:19][CH2:20][CH2:21][NH:22][CH2:23][CH2:24][NH2:25] |f:3.4|. Procedure: A 2 liter round-bottomed flange flask was charged with 1000 g (0.624 mol) of a solution of 75% polyisobutene succinate (obtained by reacting the polyisobutene Hyvis® 10, Mw c. 1000, with maleic anhydride) in 25% HAN8572, an aromatic solvent available from Exxon Chemicals. This was heated with stirring to 175° C., following which triethylene tetramine (TETA) (79.4 g, 0.543 mol) was added dropwise using a pressure equalising funnel over 35 minutes. The reaction mixture was then heated at 175° C. f... Yields the product COc1ccc(F)cc1CCC1CCC(CC#N)O1. RXN SMILES: [Br:1][CH2:2][CH:3]1[O:4][CH:5]([CH2:8][CH2:9][c:10]2[c:11]([O:17][CH3:18])[cH:12][cH:13][c:14]([F:16])[cH:15]2)[CH2:6][CH2:7]1.[CH3:24][S:25]([CH3:26])=[O:27].[I-:19].[K:21][C:22]#[N:23].[Na+:20]>>[CH2:2]([CH:3]1[O:4][CH:5]([CH2:8][CH2:9][c:10]2[c:11]([O:17][CH3:18])[cH:12][cH:13][c:14]([F:16])[cH:15]2)[CH2:6][CH2:7]1)[C:22]#[N:23]. Reactants: COc1ccc(F)cc1CCC1CCC(CBr)O1, CS(C)=O, [I-], N#C[K], [Na+]. The reactants are FC(C)(F)C1=CC=C(O1)CN1N=C(C=C1)N (1-[5-(1,1-difluoro-ethyl)-furan-2-ylmethyl]-1H-pyrazol-3-ylamine), COC1=CC=C(C=C1)/C=C/C(=O)O ((E)-3-(4-methoxy-phenyl)-acrylic acid), 05b. The product is FC(C)(F)C1=CC=C(O1)CN1N=C(C=C1)NC(\C=C\C1=CC=C(C=C1)OC)=O ((E)-N-{1-[5-(1,1-Difluoro-ethyl)-furan-2-ylmethyl]-1H-pyrazol-3-yl}-3-(4-methoxy-phenyl)-acrylamide). Reaction SMILES: [F:1][C:2]([C:5]1[O:9][C:8]([CH2:10][N:11]2[CH:15]=[CH:14][C:13]([NH2:16])=[N:12]2)=[CH:7][CH:6]=1)([F:4])[CH3:3].[CH3:17][O:18][C:19]1[CH:24]=[CH:23][C:22](/[CH:25]=[CH:26]/[C:27](O)=[O:28])=[CH:21][CH:20]=1>>[F:4][C:2]([C:5]1[O:9][C:8]([CH2:10][N:11]2[CH:15]=[CH:14][C:13]([NH:16][C:27](=[O:28])/[CH:26]=[CH:25]/[C:22]3[CH:23]=[CH:24][C:19]([O:18][CH3:17])=[CH:20][CH:21]=3)=[N:12]2)=[CH:7][CH:6]=1)([F:1])[CH3:3]. Procedure details: Following general procedure B, starting from 1-[5-(1,1-difluoro-ethyl)-furan-2-ylmethyl]-1H-pyrazol-3-ylamine and (E)-3-(4-methoxy-phenyl)-acrylic acid. LC-MS-conditions 05b: tR=1.08 min; [M+H]+=388.12.